Dataset: the Open Reaction Database (ORD), a public repository of structured organic reaction records. Task: describe an organic reaction: reactants, conditions, products, and yield Reactants: [OH-].[Li+] (lithium hydroxide), O (water), FC1=C(C=C(C(=O)OCC)C=C1)[N+](=O)[O-] (ethyl 4-fluoro-3-nitrobenzoate), N1CCCC1 (pyrrolidine). Run in CN(C)C=O (DMF), C1CCOC1 (THF). Run at temperature 60 celsius, time 4 hour. The product is [N+](=O)([O-])C=1C=C(C(=O)O)C=CC1N1CCCC1 (3-Nitro-4-pyrrolidin-1-ylbenzoic acid). Yield: 89.5%. RXN SMILES: F[C:2]1[CH:12]=[CH:11][C:5]([C:6]([O:8]CC)=[O:7])=[CH:4][C:3]=1[N+:13]([O-:15])=[O:14].[NH:16]1[CH2:20][CH2:19][CH2:18][CH2:17]1.[OH-].[Li+].O>CN(C=O)C.C1COCC1>[N+:13]([C:3]1[CH:4]=[C:5]([CH:11]=[CH:12][C:2]=1[N:16]1[CH2:20][CH2:19][CH2:18][CH2:17]1)[C:6]([OH:8])=[O:7])([O-:15])=[O:14] |f:2.3|. Procedure: A mixture of ethyl 4-fluoro-3-nitrobenzoate (Chontech 01072; 500 mg; 2.35 mmol; 1 eq.) and pyrrolidine (Fluka 83240; 500.48 mg; 7.04 mmol; 3 eq.) in DMF (2 mL) was stirred at 60° C. for 4 hours. The reaction mixture was then partitioned between ethyl acetate and aq. NH4Cl. The organic layer was washed three times with aq. NH4Cl then brine, dried over magnesium sulfate and concentrated in vacuo to give a yellow oil. The latter was taken up in THF (5 mL) and lithium hydroxide (280.86 mg; 11.73 mmo...